This data is from the Open Reaction Database (ORD), a public repository of structured organic reaction records. The task is: describe an organic reaction: reactants, conditions, products, and yield The reactants are CC1=CC=C(C=C1)C=1N=C(SC1)C(=O)OCC (ethyl 4-(4-methylphenyl)-2-thiazolecarboxylate), [OH-].[K+] (KOH). Run in CO (methanol). The product is CC1=CC=C(C=C1)C=1N=C(SC1)C(=O)O (4-(4-methylphenyl)-2-thiazolecarboxylic acid). Isolated yield 71.6%. As a reaction SMILES: [CH3:1][C:2]1[CH:7]=[CH:6][C:5]([C:8]2[N:9]=[C:10]([C:13]([O:15]CC)=[O:14])[S:11][CH:12]=2)=[CH:4][CH:3]=1.[OH-].[K+]>CO>[CH3:1][C:2]1[CH:3]=[CH:4][C:5]([C:8]2[N:9]=[C:10]([C:13]([OH:15])=[O:14])[S:11][CH:12]=2)=[CH:6][CH:7]=1 |f:1.2|. Reported procedure: To a solution of ethyl 4-(4-methylphenyl)-2-thiazolecarboxylate (300 mg, 1.21 mmol) dissolved in methanol (10 ml) was added 1N-KOH (3.63 ml, 3.63 mmol) and the mixture was allowed to react at 60° C. for 15 minutes. After the solvent was distilled off from the reaction mixture, the residue was dissolved by adding water and acidified (pH=2) with 2N-HCl under ice-cooling. The produced precipitates were filtered with suction, washed with water and recrystallized from methanol-water to afford 190 mg ... Reactants: O=C([O-])[O-], CC(C)(C)O, COc1ccc(CN)c(OC)c1, Clc1nnc(-c2ccccc2)c2ccccc12, Cl, [Cs+], [Cs+]. Product: COc1ccc(CNc2nnc(-c3ccccc3)c3ccccc23)c(OC)c1. RXN SMILES: [C:14](=[O:15])([O-:16])[O-:17].[C:37]([OH:38])([CH3:39])([CH3:40])[CH3:41].[CH3:2][O:3][c:4]1[c:5]([CH2:6][NH2:7])[cH:8][cH:9][c:10]([O:12][CH3:13])[cH:11]1.[Cl:20][c:21]1[n:22][n:23][c:24](-[c:31]2[cH:32][cH:33][cH:34][cH:35][cH:36]2)[c:25]2[cH:26][cH:27][cH:28][cH:29][c:30]12.[ClH:1].[Cs+:18].[Cs+:19]>>[CH3:2][O:3][c:4]1[c:5]([CH2:6][NH:7][c:21]2[n:22][n:23][c:24](-[c:31]3[cH:32][cH:33][cH:34][cH:35][cH:36]3)[c:25]3[cH:26][cH:27][cH:28][cH:29][c:30]23)[cH:8][cH:9][c:10]([O:12][CH3:13])[cH:11]1. The reactants are C(C)(=O)OC1C(CC(O1)N1C(NC(C(=C1)C)=O)=O)[Si](C1=CC=CC=C1)(C1=CC=CC=C1)C(C)(C)C (1-[5-(acetyloxy)-4(tert-butyldiphenylsilyl)-tetrahydro-2-furanyl]-5-methyl-2,4(1H,3H)-pyrimidindione), C1CCC2=NCCCN2CC1 (DBU). Product: OC1C(CC(O1)N1C(NC(C(=C1)C)=O)=O)[Si](C1=CC=CC=C1)(C1=CC=CC=C1)C(C)(C)C (1-[5-(hydroxy)-4(tert-butyldiphenylsilyl)-tetrahydro-2-furanyl]-5-methyl-2,4(1H,3H)-pyrimidindione). Reaction SMILES: C([O:4][CH:5]1[O:9][CH:8]([N:10]2[CH:15]=[C:14]([CH3:16])[C:13](=[O:17])[NH:12][C:11]2=[O:18])[CH2:7][CH:6]1[Si:19]([C:32]([CH3:35])([CH3:34])[CH3:33])([C:26]1[CH:31]=[CH:30][CH:29]=[CH:28][CH:27]=1)[C:20]1[CH:25]=[CH:24][CH:23]=[CH:22][CH:21]=1)(=O)C.C1CCN2C(=NCCC2)CC1>>[OH:4][CH:5]1[O:9][CH:8]([N:10]2[CH:15]=[C:14]([CH3:16])[C:13](=[O:17])[NH:12][C:11]2=[O:18])[CH2:7][CH:6]1[Si:19]([C:32]([CH3:35])([CH3:34])[CH3:33])([C:20]1[CH:25]=[CH:24][CH:23]=[CH:22][CH:21]=1)[C:26]1[CH:31]=[CH:30][CH:29]=[CH:28][CH:27]=1. Procedure details: Compound 97 is treated as per the protocol of Baptistella et. al., Synthesis 1989, 436 with DBU to give the title compound, 98.